This data is from the Open Reaction Database (ORD), a public repository of structured organic reaction records. The task is: describe an organic reaction: reactants, conditions, products, and yield The reactants are COC(=O)COc1ccc(C2C(SCC(O[Si](C)(C)C(C)(C)C)c3ccc(F)cc3)C(=O)N2c2ccc(I)cc2)cc1, C#CCNS(C)(=O)=O, CCOC(C)=O, CC#N, Cl, [Cu]I, [K+], [K+], O=C([O-])[O-], O, c1ccc(P(c2ccccc2)(c2ccccc2)[Pd](P(c2ccccc2)(c2ccccc2)c2ccccc2)(P(c2ccccc2)(c2ccccc2)c2ccccc2)P(c2ccccc2)(c2ccccc2)c2ccccc2)cc1. Yields the product COC(=O)COc1ccc(C2C(SCC(O[Si](C)(C)C(C)(C)C)c3ccc(F)cc3)C(=O)N2c2ccc(C#CCNS(C)(=O)=O)cc2)cc1. RXN SMILES: [C:1]([CH3:2])([CH3:3])([CH3:4])[Si:5]([O:6][CH:7]([CH2:8][S:9][CH:10]1[CH:11]([c:22]2[cH:23][cH:24][c:25]([O:26][CH2:27][C:28](=[O:29])[O:30][CH3:31])[cH:32][cH:33]2)[N:12]([c:15]2[cH:16][cH:17][c:18]([I:21])[cH:19][cH:20]2)[C:13]1=[O:14])[c:34]1[cH:35][cH:36][c:37]([F:40])[cH:38][cH:39]1)([CH3:41])[CH3:42].[CH2:43]([C:44]#[CH:45])[NH:46][S:47](=[O:48])(=[O:49])[CH3:50].[CH3:141][CH2:142][O:143][C:144]([CH3:145])=[O:146].[CH3:59][C:60]#[N:61].[ClH:57].[Cu:139][I:140].[K+:51].[K+:52].[O-:53][C:54]([O-:55])=[O:56].[OH2:58].[cH:62]1[cH:63][cH:64][c:65]([P:66]([Pd:67]([P:68]([c:69]2[cH:70][cH:71][cH:72][cH:73][cH:74]2)([c:75]2[cH:76][cH:77][cH:78][cH:79][cH:80]2)[c:81]2[cH:82][cH:83][cH:84][cH:85][cH:86]2)([P:87]([c:88]2[cH:89][cH:90][cH:91][cH:92][cH:93]2)([c:94]2[cH:95][cH:96][cH:97][cH:98][cH:99]2)[c:100]2[cH:101][cH:102][cH:103][cH:104][cH:105]2)[P:106]([c:107]2[cH:108][cH:109][cH:110][cH:111][cH:112]2)([c:113]2[cH:114][cH:115][cH:116][cH:117][cH:118]2)[c:119]2[cH:120][cH:121][cH:122][cH:123][cH:124]2)([c:125]2[cH:126][cH:127][cH:128][cH:129][cH:130]2)[c:131]2[cH:132][cH:133][cH:134][cH:135][cH:136]2)[cH:137][cH:138]1>>[C:1]([CH3:2])([CH3:3])([CH3:4])[Si:5]([O:6][CH:7]([CH2:8][S:9][CH:10]1[CH:11]([c:22]2[cH:23][cH:24][c:25]([O:26][CH2:27][C:28](=[O:29])[O:30][CH3:31])[cH:32][cH:33]2)[N:12]([c:15]2[cH:16][cH:17][c:18]([C:45]#[C:44][CH2:43][NH:46][S:47](=[O:48])(=[O:49])[CH3:50])[cH:19][cH:20]2)[C:13]1=[O:14])[c:34]1[cH:35][cH:36][c:37]([F:40])[cH:38][cH:39]1)([CH3:41])[CH3:42]. Starting materials: ClC1=C(N=C(NC1=O)C1CC1)C(=O)O (5-chloro-2-cyclopropyl-1,6-dihydro-6-oxo-4-pyrimidinecarboxylic acid), C(C)(=O)OCC (ethyl acetate), CN(C=O)C (N,N-dimethylformamide), S(=O)(Cl)Cl (Thionyl chloride). Run in O (water). Conditions: temperature 68 celsius, time 30 minute. The product is ClC=1C(=NC(=NC1Cl)C1CC1)C(=O)O (5,6-dichloro-2-cyclopropyl-4-pyrimidinecarboxylic acid). Isolated yield 92.1%. Reaction SMILES: [Cl:1][C:2]1[C:7](=O)[NH:6][C:5]([CH:9]2[CH2:11][CH2:10]2)=[N:4][C:3]=1[C:12]([OH:14])=[O:13].C(OCC)(=O)C.CN(C)C=O.S(Cl)([Cl:28])=O>O>[Cl:1][C:2]1[C:3]([C:12]([OH:14])=[O:13])=[N:4][C:5]([CH:9]2[CH2:11][CH2:10]2)=[N:6][C:7]=1[Cl:28]. Procedure: A 500 mL multi-neck flask with overhead stirrer, thermocouple and condenser was charged with 5-chloro-2-cyclopropyl-1,6-dihydro-6-oxo-4-pyrimidinecarboxylic acid (35.0 g, 0.163 mol), ethyl acetate (105 mL) and N,N-dimethylformamide (1.19 g, 0.016 mol) at room temperature. Thionyl chloride (48.5 g, 0.408 mol) was added at room temperature over 50 minutes, and the reaction mixture was heated at 68° C. for 7 h. The reaction mixture was cooled to 25° C. and added over 30 minutes into a 500-mL multi-... The reactants are [Li]CCCC (n-BuLi), C(C)N1C=NC(=C1C)I (1-ethyl-4-iodo-5-methyl-1H-imidazole), ClC1=C2C(=NC=C1)C=CS2 (7-Chlorothieno[3,2-b]pyridine). Reagents/catalysts: C=1C=CC(=CC1)[P](C=2C=CC=CC2)(C=3C=CC=CC3)[Pd]([P](C=4C=CC=CC4)(C=5C=CC=CC5)C=6C=CC=CC6)([P](C=7C=CC=CC7)(C=8C=CC=CC8)C=9C=CC=CC9)[P](C=1C=CC=CC1)(C=1C=CC=CC1)C=1C=CC=CC1 (Pd(PPh3)4), [Cl-].[Cl-].[Zn+2] (ZnCl2). Solvent: hexanes, C1CCOC1 (THF), C1CCOC1 (THF). The product is ClC1=C2C(=NC=C1)C=C(S2)C=2N=CN(C2C)CC (7-Chloro-2-(1-ethyl-5-methyl-1H-imidazol-4-yl)-thieno[3,2-b]pyridine). Yield: 117.2%. Reaction SMILES: [Cl:1][C:2]1[CH:7]=[CH:6][N:5]=[C:4]2[CH:8]=[CH:9][S:10][C:3]=12.[Li]CCCC.[CH2:16]([N:18]1[C:22]([CH3:23])=[C:21](I)[N:20]=[CH:19]1)[CH3:17]>C1COCC1.[Cl-].[Cl-].[Zn+2].C1C=CC([P]([Pd]([P](C2C=CC=CC=2)(C2C=CC=CC=2)C2C=CC=CC=2)([P](C2C=CC=CC=2)(C2C=CC=CC=2)C2C=CC=CC=2)[P](C2C=CC=CC=2)(C2C=CC=CC=2)C2C=CC=CC=2)(C2C=CC=CC=2)C2C=CC=CC=2)=CC=1>[Cl:1][C:2]1[CH:7]=[CH:6][N:5]=[C:4]2[CH:8]=[C:9]([C:21]3[N:20]=[CH:19][N:18]([CH2:16][CH3:17])[C:22]=3[CH3:23])[S:10][C:3]=12 |f:4.5.6,^1:36,38,57,76|. Procedure: To a solution of 2 (1.14 g, 6.76 mmol) in THF (60 ml) was added, at −78° C., n-BuLi (3.38 ml, 2.5 M soln in hexanes) and the reaction mixture was stirred at the same temperature for 10 min. A solution of ZnCl2 (16.9 ml, 2.5 ml, 0.5M in THF) was added and the reaction mixture was warmed to room temperature. Then a solution of 1-ethyl-4-iodo-5-methyl-1H-imidazole (800 mg, 3.38 mmol) (Pyne, S. G and Cliff, M. D. Synthesis 1994, 681) and Pd(PPh3)4 (390 mg, 0.34 mmol) in THF (15 ml) were added and th... The reactants are FC(C1=CC=C(C=N1)CS(=O)(=O)CC#N)(F)F ((6-trifluoromethyl-pyridin-3-ylmethanesulfonyl)-acetonitrile), FC(F)(F)SCCOS(=O)(=O)C(F)(F)F (trifluoro-methanesulfonic acid 2-trifluoromethylsulfanyl-ethyl ester). The product is FC(C1=CC=C(C=N1)CS(=O)(=O)C(C#N)CCSC(F)(F)F)(F)F (2-(6-Trifluoromethyl-pyridin-3-ylmethanesulfonyl)-4-trifluoromethylsulfanyl-butyronitrile). Reaction SMILES: [F:1][C:2]([F:17])([F:16])[C:3]1[N:8]=[CH:7][C:6]([CH2:9][S:10]([CH2:13][C:14]#[N:15])(=[O:12])=[O:11])=[CH:5][CH:4]=1.[F:18][C:19]([S:22][CH2:23][CH2:24]OS(C(F)(F)F)(=O)=O)([F:21])[F:20]>>[F:17][C:2]([F:1])([F:16])[C:3]1[N:8]=[CH:7][C:6]([CH2:9][S:10]([CH:13]([CH2:24][CH2:23][S:22][C:19]([F:21])([F:20])[F:18])[C:14]#[N:15])(=[O:11])=[O:12])=[CH:5][CH:4]=1. Procedure details: Compound II-9 was prepared from (6-trifluoromethyl-pyridin-3-ylmethanesulfonyl)-acetonitrile and trifluoro-methanesulfonic acid 2-trifluoromethylsulfanyl-ethyl ester as described for compound II-1. The reactants are CC(C)(C)OC(=O)N1CC=C(c2cc3c(Cl)ncnc3[nH]2)CC1, CC(C)(C)OC(=O)OC(=O)OC(C)(C)C, CC(C)O, CCN(C(C)C)C(C)C, Clc1n[nH]c2ccc(Nc3ncnc4[nH]c(C5=CCNCC5)cc34)cc12, Nc1ccc2[nH]nc(Cl)c2c1. Yields the product CC(C)(C)OC(=O)N1CC=C(c2cc3c(Nc4ccc5[nH]nc(Cl)c5c4)ncnc3[nH]2)CC1. As a reaction SMILES: [C:1]([CH3:2])([CH3:3])([CH3:4])[O:5][C:6](=[O:7])[N:8]1[CH2:9][CH2:10][C:11]([c:14]2[cH:15][c:16]3[c:17]([n:18][cH:19][n:20][c:21]3[Cl:22])[nH:23]2)=[CH:12][CH2:13]1.[C:74]([O:75][C:76]([O:77][C:78]([O:79][C:80]([CH3:81])([CH3:82])[CH3:83])=[O:84])=[O:85])([CH3:86])([CH3:87])[CH3:88].[CH:35]([OH:36])([CH3:37])[CH3:38].[CH:65]([N:66]([CH2:67][CH3:68])[CH:69]([CH3:70])[CH3:71])([CH3:72])[CH3:73].[Cl:39][c:40]1[c:41]2[c:42]([cH:43][cH:44][c:45]([NH:46][c:47]3[c:48]4[cH:49][c:50]([C:51]5=[CH:56][CH2:55][NH:54][CH2:53][CH2:52]5)[nH:57][c:58]4[n:59][cH:60][n:61]3)[cH:62]2)[nH:63][n:64]1.[NH2:24][c:25]1[cH:26][c:27]2[c:28]([Cl:34])[n:29][nH:30][c:31]2[cH:32][cH:33]1>>[C:1]([CH3:2])([CH3:3])([CH3:4])[O:5][C:6](=[O:7])[N:8]1[CH2:9][CH2:10][C:11]([c:14]2[cH:15][c:16]3[c:17]([n:18][cH:19][n:20][c:21]3[NH:24][c:25]3[cH:26][c:27]4[c:28]([Cl:34])[n:29][nH:30][c:31]4[cH:32][cH:33]3)[nH:23]2)=[CH:12][CH2:13]1. The reactants are BrC1=CC=C2C=CNC2=C1 (6-bromoindole), C(C)(C)(C)OC(=O)N1CCC(CC1)=O (t-butyl-4-oxo-1-piperidinecarboxylate), N1CCCC1 (pyrrolidine). Solvent: C(C)O (ethanol). Yields the product C(C)(C)(C)OC(=O)N1CCC(=CC1)C1=CNC2=CC(=CC=C12)Br (3-[1-(t-butoxycarbonyl)-1,2,3,6-tetrahydro-4-pyridinyl]-6-bromoindole). Isolated yield 46.9%. RXN SMILES: [Br:1][C:2]1[CH:10]=[C:9]2[C:5]([CH:6]=[CH:7][NH:8]2)=[CH:4][CH:3]=1.[C:11]([O:15][C:16]([N:18]1[CH2:23][CH2:22][C:21](=O)[CH2:20][CH2:19]1)=[O:17])([CH3:14])([CH3:13])[CH3:12].N1CCCC1>C(O)C>[C:11]([O:15][C:16]([N:18]1[CH2:19][CH:20]=[C:21]([C:6]2[C:5]3[C:9](=[CH:10][C:2]([Br:1])=[CH:3][CH:4]=3)[NH:8][CH:7]=2)[CH2:22][CH2:23]1)=[O:17])([CH3:14])([CH3:12])[CH3:13]. Procedure: A stirred solution of 6-bromoindole (390 mg, 2.0 mmol), t-butyl-4-oxo-1-piperidinecarboxylate (438 mg, 2.2 mmol), and pyrrolidine (0.42 mL, 5.0 mmol) in ethanol (10 mL) was heated at reflux for 16 hours. Solvent was evaporated and the residue subjected to chromatography on silica gel with 20% ethyl acetate/hexanes to afford a yellow solid (354 mg, 47%). The product is NC=1C=CC2=C(C(=NC(C(N2C)=O)CC)C2=C(C=CC=C2)F)C1Cl (rac-7-amino-3-ethyl-6-chloro-5-(o-fluorophenyl)-1,3-dihydro-1-methyl-2H-1,4-benzodiazepin-2-one). The reactants are ClCl (chlorine), NC=1C=CC2=C(C(=NC(C(N2C)=O)CC)C2=C(C=CC=C2)F)C1 (rac-7-amino-3-ethyl-5-(o-fluorophenyl)-1,3-dihydro-1-methyl-2H-1,4-benzodiazepin-2-one), C([O-])([O-])=O.[Na+].[Na+] (sodium carbonate). RXN SMILES: [NH2:1][C:2]1[CH:3]=[CH:4][C:5]2[N:11]([CH3:12])[C:10](=[O:13])[CH:9]([CH2:14][CH3:15])[N:8]=[C:7]([C:16]3[CH:21]=[CH:20][CH:19]=[CH:18][C:17]=3[F:22])[C:6]=2[CH:23]=1.[Cl:24]Cl.C(=O)([O-])[O-].[Na+].[Na+]>Cl>[NH2:1][C:2]1[CH:3]=[CH:4][C:5]2[N:11]([CH3:12])[C:10](=[O:13])[CH:9]([CH2:14][CH3:15])[N:8]=[C:7]([C:16]3[CH:21]=[CH:20][CH:19]=[CH:18][C:17]=3[F:22])[C:6]=2[C:23]=1[Cl:24] |f:2.3.4|. Run in Cl (hydrochloric acid). Procedure details: 13 g (0.042 M) of rac-7-amino-3-ethyl-5-(o-fluorophenyl)-1,3-dihydro-1-methyl-2H-1,4-benzodiazepin-2-one are dissolved in 70 ml of concentrated hydrochloric acid at -10° C. and chlorine gas is then conducted in at -10° C. until the starting material can no longer be detected by thin-layer chromatography. The mixture is neutralised slowly with a mixture of ice and 10% sodium carbonate solution and the mixture is extracted several times with methylene chloride. The organic solution is washed with ...